From a dataset of the Open Reaction Database (ORD), a public repository of structured organic reaction records. describe an organic reaction: reactants, conditions, products, and yield Starting materials: FC=1C=C(C(=O)O)C=CC1C (3-fluoro-4-methylbenzoic acid), Cl.NC(C(=O)OCC)C(=O)OCC (diethyl aminomalonate hydrochloride), ON1N=NC2=C1C=CC=C2 (1-hydroxybenzotriazole), Cl.CN(CCCN=C=NCC)C (1-(3-dimethylaminopropyl)-3-ethylcarbodiimide hydrochloride). The solvent is CN(C=O)C (N,N-dimethylformamide), C(C)N(CC)CC (triethylamine), O (water). Reaction conditions: time 1 hour. Product: FC=1C=C(C(=O)NC(C(=O)OCC)C(=O)OCC)C=CC1C (Diethyl (3-fluoro-4-methylbenzoyl)aminomalonate). Yield: 74.0%. As a reaction SMILES: [F:1][C:2]1[CH:3]=[C:4]([CH:8]=[CH:9][C:10]=1[CH3:11])[C:5]([OH:7])=O.Cl.[NH2:13][CH:14]([C:20]([O:22][CH2:23][CH3:24])=[O:21])[C:15]([O:17][CH2:18][CH3:19])=[O:16].ON1C2C=CC=CC=2N=N1.Cl.CN(C)CCCN=C=NCC>CN(C)C=O.O.C(N(CC)CC)C>[F:1][C:2]1[CH:3]=[C:4]([CH:8]=[CH:9][C:10]=1[CH3:11])[C:5]([NH:13][CH:14]([C:15]([O:17][CH2:18][CH3:19])=[O:16])[C:20]([O:22][CH2:23][CH3:24])=[O:21])=[O:7] |f:1.2,4.5|. Reported procedure: To a solution of 10.1 g of 3-fluoro-4-methylbenzoic acid and 15.2 g of diethyl aminomalonate hydrochloride in 200 ml of N,N-dimethylformamide, 9.7 g of 1-hydroxybenzotriazole, 23 ml of triethylamine and 13.8 g of 1-(3-dimethylaminopropyl)-3-ethylcarbodiimide hydrochloride were added sequentially, and stirred for 1 hour at room temperature. After addition of water to the reaction solution, the mixture was extracted with ethyl acetate. The extract was washed with water, 10% hydrochloric acid, wate... The reactants are 1-(di-1-pyrrolidinylmethylene)-1H-benzotriazolium 3-oxide hexafluorophosphate, C1(CCCC1)N1C2=C(N(C(C(C1)(F)F)=O)C)C=NC(=N2)NC2=C(C=C(C(=O)O)C=C2)OC (4-(9-cyclopentyl-7,7-difluoro-5-methyl-6-oxo-6,7,8,9-tetrahydro-5H-pyrimido[4,5-b][1,4]diazepin-2-ylamino)-3-methoxy-benzoic acid), C(C)N(C(C)C)C(C)C (ethyldiisopropyl amine), N1(C=NC=C1)CCCN (3-imidazol-1-yl-propylamine). Run in CN(C=O)C (dimethylformamide), ice water. Conditions: time 1 hour. Product: C1(CCCC1)N1C2=C(N(C(C(C1)(F)F)=O)C)C=NC(=N2)NC2=C(C=C(C(=O)NCCCN1C=NC=C1)C=C2)OC (4-(9-cyclopentyl-7,7-difluoro-5-methyl-6-oxo-6,7,8,9-tetrahydro-5H-pyrimido[4,5-b][1,4]diazepin-2-ylamino)-N-(3-imidazol-1-yl-propyl)-3-methoxy-benzamide). Isolated yield 70.5%. As a reaction SMILES: [CH:1]1([N:6]2[CH2:12][C:11]([F:14])([F:13])[C:10](=[O:15])[N:9]([CH3:16])[C:8]3[CH:17]=[N:18][C:19]([NH:21][C:22]4[CH:30]=[CH:29][C:25]([C:26]([OH:28])=O)=[CH:24][C:23]=4[O:31][CH3:32])=[N:20][C:7]2=3)[CH2:5][CH2:4][CH2:3][CH2:2]1.C(N(C(C)C)C(C)C)C.[N:42]1([CH2:47][CH2:48][CH2:49][NH2:50])[CH:46]=[CH:45][N:44]=[CH:43]1>CN(C)C=O>[CH:1]1([N:6]2[CH2:12][C:11]([F:13])([F:14])[C:10](=[O:15])[N:9]([CH3:16])[C:8]3[CH:17]=[N:18][C:19]([NH:21][C:22]4[CH:30]=[CH:29][C:25]([C:26]([NH:50][CH2:49][CH2:48][CH2:47][N:42]5[CH:46]=[CH:45][N:44]=[CH:43]5)=[O:28])=[CH:24][C:23]=4[O:31][CH3:32])=[N:20][C:7]2=3)[CH2:5][CH2:4][CH2:3][CH2:2]1. Procedure details: To a mixture of 0.10 g (0.22 mmole) of 4-(9-cyclopentyl-7,7-difluoro-5-methyl-6-oxo-6,7,8,9-tetrahydro-5H-pyrimido[4,5-b][1,4]diazepin-2-ylamino)-3-methoxy-benzoic acid (I-22), 0.12 mL (0.66 mmole) of ethyldiisopropyl amine and 0.029 mL (0.25 mmole) of 3-imidazol-1-yl-propylamine in 2.0 mL of dimethylformamide was added 0.11 g (0.25 mmole) of 1-(di-1-pyrrolidinylmethylene)-1H-benzotriazolium 3-oxide hexafluorophosphate. The mixture was stirred at room temperature for 1 hour, then diluted with 10... The reactants are CC(Br)Br, C[SiH](C)C, [Cl-], Fc1cccc(Cl)c1CBr, Clc1cc(Cl)ncn1, C1CCOC1, O, [Zn]. Product: Fc1cccc(Cl)c1Cc1cc(Cl)ncn1. Reaction SMILES: [Br:1][CH:2]([Br:3])[CH3:4].[CH3:6][SiH:7]([CH3:8])[CH3:9].[Cl-:5].[Cl:10][c:11]1[c:12]([CH2:13][Br:14])[c:15]([F:19])[cH:16][cH:17][cH:18]1.[Cl:20][c:21]1[n:22][cH:23][n:24][c:25]([Cl:27])[cH:26]1.[O:28]1[CH2:29][CH2:30][CH2:31][CH2:32]1.[OH2:34].[Zn:33]>>[Cl:10][c:11]1[c:12]([CH2:13][c:25]2[n:24][cH:23][n:22][c:21]([Cl:20])[cH:26]2)[c:15]([F:19])[cH:16][cH:17][cH:18]1. The reactants are N1=CC=C(C2=CC=CC=C12)CO (quinolin-4-ylmethanol), ClC1=CC(=CC=C1)C(=O)OO (m-chloroperbenzoic acid). Run in C(Cl)Cl (CH2Cl2). Conditions: temperature 0 celsius, time 17.5 hour. Yields the product [O-][N+]1=CC=C(C2=CC=CC=C12)CO ((1-oxidoquinolin-4-yl)methanol). As a reaction SMILES: [N:1]1[C:10]2[C:5](=[CH:6][CH:7]=[CH:8][CH:9]=2)[C:4]([CH2:11][OH:12])=[CH:3][CH:2]=1.ClC1C=CC=C(C(OO)=[O:21])C=1>C(Cl)Cl>[O-:21][N+:1]1[C:10]2[C:5](=[CH:6][CH:7]=[CH:8][CH:9]=2)[C:4]([CH2:11][OH:12])=[CH:3][CH:2]=1. Reported procedure: To a solution of quinolin-4-ylmethanol (0.20 g, 1.26 mmol) dissolved in CH2Cl2 (10 mL), which was cooled to 0° C., was added m-chloroperbenzoic acid (57-86% w/w in H2O, 0.50 mg) in one portion. The reaction was allowed to slowly warm to room temperature while stirring. After 17.5 h, the resulting solid was filtered and washed with CH2Cl2 to yield (1-oxidoquinolin-4-yl)methanol as a white solid. MS (ES+): 176 [MH+].